This data is from the Open Reaction Database (ORD), a public repository of structured organic reaction records. The task is: describe an organic reaction: reactants, conditions, products, and yield The reactants are C(CCCCCCCCCCCCC(C)C)(=O)O (Isohexadecanoic acid), S(=O)(Cl)Cl (thionyl chloride). Product: C(CCCCCCCCCCCCC(C)C)(=O)Cl (isohexadecanoyl chloride). Reaction SMILES: [C:1]([OH:18])(=O)[CH2:2][CH2:3][CH2:4][CH2:5][CH2:6][CH2:7][CH2:8][CH2:9][CH2:10][CH2:11][CH2:12][CH2:13][CH:14]([CH3:16])[CH3:15].S(Cl)([Cl:21])=O>>[C:1]([Cl:21])(=[O:18])[CH2:2][CH2:3][CH2:4][CH2:5][CH2:6][CH2:7][CH2:8][CH2:9][CH2:10][CH2:11][CH2:12][CH2:13][CH:14]([CH3:16])[CH3:15]. Procedure: Isohexadecanoic acid (20 g, 0.078 mol) and thionyl chloride (7.2 ml, 0.0984 mol) were refluxed together gently for 1 hour to produce isohexadecanoyl chloride and the reaction was monitored by infra-red spectroscopy. Excess thionyl chloride was distilled away under rotary pump vacuum at reflux temperature. The acyl chloride was dissolved in n-hexane (50 ml) and slowly added to a chilled stirred solution of n-propylamine (7.05 ml, 0.0858 mol, m 0.1 excess). The solution also contained triethylamin... Starting materials: BrC=1C=CC(=C2N=C(OC21)C)C(=NO)Cl (7-bromo-N-hydroxy-2-methyl-benzo[d]oxazole-4-carbimidoyl chloride), ClC1=CC(=CC(=C1)C(=C)C(F)(F)F)Cl (1,3-dichloro-5-(1-trifluoromethyl-vinyl)-benzene), C(O)([O-])=O.[Na+] (sodium hydrogen carbonate). The solvent is CC(C)O (2-propanol). Conditions: temperature 65 celsius, time 16 hour. Yields the product BrC1=CC=C(C=2N=C(OC21)C)C2=NOC(C2)(C(F)(F)F)C2=CC(=CC(=C2)Cl)Cl (7-bromo-4-(5-(3,5-dichlorophenyl)-5-trifluoromethyl-4,5-dihydro-isoxazol-3-yl)-2-methyl-benzo[d]oxazole). Isolated yield 59.7%. Reaction SMILES: [Br:1][C:2]1[CH:3]=[CH:4][C:5]([C:12](Cl)=[N:13][OH:14])=[C:6]2[C:10]=1[O:9][C:8]([CH3:11])=[N:7]2.[Cl:16][C:17]1[CH:22]=[C:21]([C:23]([C:25]([F:28])([F:27])[F:26])=[CH2:24])[CH:20]=[C:19]([Cl:29])[CH:18]=1.C(=O)([O-])O.[Na+]>CC(O)C>[Br:1][C:2]1[C:10]2[O:9][C:8]([CH3:11])=[N:7][C:6]=2[C:5]([C:12]2[CH2:24][C:23]([C:21]3[CH:20]=[C:19]([Cl:29])[CH:18]=[C:17]([Cl:16])[CH:22]=3)([C:25]([F:26])([F:28])[F:27])[O:14][N:13]=2)=[CH:4][CH:3]=1 |f:2.3|. Procedure: To a solution of 7-bromo-N-hydroxy-2-methyl-benzo[d]oxazole-4-carbimidoyl chloride (3.63 g) in 2-propanol (100 ml) was added 1,3-dichloro-5-(1-trifluoromethyl-vinyl)-benzene (preparation described in, for example, EP 1,731,512) (3.43 g) and sodium hydrogen carbonate (1.44 g). The reaction mixture was stirred at 65° C. for 16 hours. The reaction mixture was concentrated and the residue was purified by column chromatography on silica gel (eluent: 2-25% v/v ethyl acetate in heptane) to give 7-bromo...